Dataset: the Open Reaction Database (ORD), a public repository of structured organic reaction records. Task: describe an organic reaction: reactants, conditions, products, and yield The reactants are CC(C)(C)OC(=O)NCCOc1cccc(C#N)c1, Cl, C1COCCO1. The product is Cl, N#Cc1cccc(OCCN)c1. As a reaction SMILES: [C:1]([O:2][C:3](=[O:4])[NH:8][CH2:9][CH2:10][O:11][c:12]1[cH:13][c:14]([C:15]#[N:16])[cH:17][cH:18][cH:19]1)([CH3:5])([CH3:6])[CH3:7].[ClH:20].[O:21]1[CH2:22][CH2:23][O:24][CH2:25][CH2:26]1>>[ClH:20].[NH2:8][CH2:9][CH2:10][O:11][c:12]1[cH:13][c:14]([C:15]#[N:16])[cH:17][cH:18][cH:19]1.